From a dataset of the Open Reaction Database (ORD), a public repository of structured organic reaction records. describe an organic reaction: reactants, conditions, products, and yield Reactants: CCCCCC, CN(C)C=O, [H-], CI, [Na+], CCOC(=O)N1CCC2C(C1)c1cccc3c1N2CC(=O)N3. Yields the product CCOC(=O)N1CCC2C(C1)c1cccc3c1N2CC(=O)N3C. RXN SMILES: [CH3:27][CH2:28][CH2:29][CH2:30][CH2:31][CH3:32].[CH3:33][N:34]([CH3:35])[CH:36]=[O:37].[H-:1].[I:25][CH3:26].[Na+:2].[O:3]=[C:4]1[NH:5][c:6]2[cH:7][cH:8][cH:9][c:10]3[c:11]2[N:12]([CH2:13]1)[CH:14]1[CH:15]3[CH2:16][N:17]([C:20](=[O:21])[O:22][CH2:23][CH3:24])[CH2:18][CH2:19]1>>[O:3]=[C:4]1[N:5]([CH3:26])[c:6]2[cH:7][cH:8][cH:9][c:10]3[c:11]2[N:12]([CH2:13]1)[CH:14]1[CH:15]3[CH2:16][N:17]([C:20](=[O:21])[O:22][CH2:23][CH3:24])[CH2:18][CH2:19]1.